Dataset: the Open Reaction Database (ORD), a public repository of structured organic reaction records. Task: describe an organic reaction: reactants, conditions, products, and yield Starting materials: CO, COC=O, NCCN1CCNCC1. Product: NCCN1CCN(C=O)CC1. RXN SMILES: [CH3:14][OH:15].[CH:10](=[O:11])[O:12][CH3:13].[NH2:1][CH2:2][CH2:3][N:4]1[CH2:5][CH2:6][NH:7][CH2:8][CH2:9]1>>[NH2:1][CH2:2][CH2:3][N:4]1[CH2:5][CH2:6][N:7]([CH:10]=[O:11])[CH2:8][CH2:9]1. The reactants are [Ba+2], CCOC(=O)C(Cl)(Cc1ccc(OCC)c(OCC)c1)C(C)=O, CCO, [OH-], [OH-]. The product is CCOC(=O)C(Cl)Cc1ccc(OCC)c(OCC)c1. As a reaction SMILES: [Ba+2:25].[C:1](=[O:2])([CH3:3])[C:4]([C:5](=[O:6])[O:7][CH2:8][CH3:9])([CH2:10][c:11]1[cH:12][c:13]([O:20][CH2:21][CH3:22])[c:14]([O:17][CH2:18][CH3:19])[cH:15][cH:16]1)[Cl:23].[CH3:27][CH2:28][OH:29].[OH-:24].[OH-:26]>>[CH:4]([C:5](=[O:6])[O:7][CH2:8][CH3:9])([CH2:10][c:11]1[cH:12][c:13]([O:20][CH2:21][CH3:22])[c:14]([O:17][CH2:18][CH3:19])[cH:15][cH:16]1)[Cl:23]. Starting materials: CN(C)C=O, COc1cc(CCl)ccc1OCc1nc(-c2ccco2)oc1C, Cl, [H-], [Na+], O, COC(=O)CCC(=NO)c1ccccc1. Yields the product COC(=O)CCC(=NOCc1ccc(OCc2nc(-c3ccco3)oc2C)c(OC)c1)c1ccccc1. As a reaction SMILES: [CH3:42][N:43]([CH3:44])[CH:45]=[O:46].[Cl:1][CH2:2][c:3]1[cH:4][c:5]([O:22][CH3:23])[c:6]([O:7][CH2:8][c:9]2[n:10][c:11](-[c:15]3[o:16][cH:17][cH:18][cH:19]3)[o:12][c:13]2[CH3:14])[cH:20][cH:21]1.[ClH:41].[H-:39].[Na+:40].[OH2:47].[OH:24][N:25]=[C:26]([CH2:27][CH2:28][C:29](=[O:30])[O:31][CH3:32])[c:33]1[cH:34][cH:35][cH:36][cH:37][cH:38]1>>[CH2:2]([c:3]1[cH:4][c:5]([O:22][CH3:23])[c:6]([O:7][CH2:8][c:9]2[n:10][c:11](-[c:15]3[o:16][cH:17][cH:18][cH:19]3)[o:12][c:13]2[CH3:14])[cH:20][cH:21]1)[O:24][N:25]=[C:26]([CH2:27][CH2:28][C:29](=[O:30])[O:31][CH3:32])[c:33]1[cH:34][cH:35][cH:36][cH:37][cH:38]1. The reactants are O=C([O-])[O-], COC(=O)c1ccc(Br)cc1, [Cs+], [Cs+], O=C1CCCN1, C1COCCO1, O=C(C=Cc1ccccc1)C=Cc1ccccc1, O=C(C=Cc1ccccc1)C=Cc1ccccc1, O=C(C=Cc1ccccc1)C=Cc1ccccc1, [Pd], [Pd]. The product is COC(=O)c1ccc(N2CCCC2=O)cc1. Reaction SMILES: [C:18](=[O:19])([O-:20])[O-:21].[CH3:7][O:8][C:9]([c:10]1[cH:11][cH:12][c:13]([Br:16])[cH:14][cH:15]1)=[O:17].[Cs+:22].[Cs+:23].[O:1]=[C:2]1[CH2:3][CH2:4][CH2:5][NH:6]1.[O:24]1[CH2:25][CH2:26][O:27][CH2:28][CH2:29]1.[O:32]=[C:33]([CH:34]=[CH:35][c:36]1[cH:37][cH:38][cH:39][cH:40][cH:41]1)[CH:42]=[CH:43][c:44]1[cH:45][cH:46][cH:47][cH:48][cH:49]1.[O:50]=[C:51]([CH:52]=[CH:53][c:54]1[cH:55][cH:56][cH:57][cH:58][cH:59]1)[CH:60]=[CH:61][c:62]1[cH:63][cH:64][cH:65][cH:66][cH:67]1.[O:68]=[C:69]([CH:70]=[CH:71][c:72]1[cH:73][cH:74][cH:75][cH:76][cH:77]1)[CH:78]=[CH:79][c:80]1[cH:81][cH:82][cH:83][cH:84][cH:85]1.[Pd:30].[Pd:31]>>[O:1]=[C:2]1[CH2:3][CH2:4][CH2:5][N:6]1[c:13]1[cH:12][cH:11][c:10]([C:9]([O:8][CH3:7])=[O:17])[cH:15][cH:14]1. Starting materials: CO, CCOC(C)=O, COc1cccc(C=NO)c1OC1CCCC1, Cl, [H][H]. Yields the product COc1cccc(CN)c1OC1CCCC1, Cl. RXN SMILES: [CH3:21][OH:22].[CH3:23][CH2:24][O:25][C:26](=[O:27])[CH3:28].[CH:1]1([O:6][c:7]2[c:8]([CH:9]=[N:10][OH:11])[cH:12][cH:13][cH:14][c:15]2[O:16][CH3:17])[CH2:2][CH2:3][CH2:4][CH2:5]1.[ClH:20].[H:18][H:19]>>[CH:1]1([O:6][c:7]2[c:8]([CH2:9][NH2:10])[cH:12][cH:13][cH:14][c:15]2[O:16][CH3:17])[CH2:2][CH2:3][CH2:4][CH2:5]1.[ClH:20]. The reactants are CCOC(=O)c1cc(C=O)[nH]c1C, CCO, NN. The product is CCOC(=O)c1cc(C=NN)[nH]c1C. Reaction SMILES: [CH2:1]([CH3:2])[O:3][C:4](=[O:5])[c:6]1[c:7]([CH3:13])[nH:8][c:9]([CH:11]=[O:12])[cH:10]1.[CH3:16][CH2:17][OH:18].[NH2:14][NH2:15]>>[CH2:1]([CH3:2])[O:3][C:4](=[O:5])[c:6]1[c:7]([CH3:13])[nH:8][c:9]([CH:11]=[N:14][NH2:15])[cH:10]1. Starting materials: ClC=1C=C(N)C=C(C1)Cl (3.5-Dichloraniline), C(C)OC(C=CCC(=O)OCC)=O (diethylglutaconate), C(C)OCC (Diethyl ether), Cl (hydrogen chloride). Solvent: ClCCl (dichloromethane). Product: ClC1=C2C(=CC(=NC2=CC(=C1)Cl)C(=O)OCC)C(=O)OCC (5,7-dichloro-2,4-diethoxycarbonylquinoline). Yield: 10.4%. As a reaction SMILES: [Cl:1][C:2]1[CH:3]=[C:4]([CH:6]=[C:7]([Cl:9])[CH:8]=1)[NH2:5].[CH2:10]([O:12][C:13](=[O:22])[CH:14]=[CH:15][CH2:16][C:17]([O:19][CH2:20][CH3:21])=[O:18])[CH3:11].C(OCC)C.Cl>ClCCl>[Cl:1][C:2]1[CH:8]=[C:7]([Cl:9])[CH:6]=[C:4]2[C:3]=1[C:16]([C:17]([O:19][CH2:20][CH3:21])=[O:18])=[CH:15][C:14]([C:13]([O:12][CH2:10][CH3:11])=[O:22])=[N:5]2. Reported procedure: 3.5-Dichloraniline (10.95 g) and diethylglutaconate (13.5 g) were dissolved in dry dichloromethane and heated at reflux for 14 h. Diethyl ether, saturated with hydrogen chloride (10 ml) was added and the reaction mixture was heated at reflux for a further 24 h. After this time the solution was filtered and the filtrate was washed with saturated sodium hydrogen carbonate solution, dried (Na2SO4), filtered and concentrated in vacuo to give an oily residue which was purified by silica gel chromatog... The yield is 53.1%. Procedure: To a solution of 3-(2,3,4,6-tetra-O-acetyl-β-D-glucopyranosyloxy)-4-{[4-(2-carboxyethoxy)-2-methylphenyl]methyl}-5-isopropyl-1H-pyrazole (0.2 g) in N,N-dimethylformamide (3 mL) were added 2-amino-2-methylpropionamide (47 mg), 1-hydroxybenzotriazole (50 mg), 1-ethyl-3-(3-dimethylaminopropyl)carbodiimide hydrochloride (118 mg) and triethylamine (0.13 mL), and the mixture was stirred at room temperature overnight. The reaction mixture was poured into water, and the resulting mixture was extracted w... The solvent is CN(C=O)C (N,N-dimethylformamide), C(C)N(CC)CC (triethylamine), O (water). RXN SMILES: [C:1]([O:4][C@@H:5]1[C@@H:10]([O:11][C:12](=[O:14])[CH3:13])[C@H:9]([O:15][C:16](=[O:18])[CH3:17])[C@@H:8]([CH2:19][O:20][C:21](=[O:23])[CH3:22])[O:7][C@H:6]1[O:24][C:25]1[C:29]([CH2:30][C:31]2[CH:36]=[CH:35][C:34]([O:37][CH2:38][CH2:39][C:40](O)=[O:41])=[CH:33][C:32]=2[CH3:43])=[C:28]([CH:44]([CH3:46])[CH3:45])[NH:27][N:26]=1)(=[O:3])[CH3:2].[NH2:47][C:48]([CH3:53])([CH3:52])[C:49]([NH2:51])=[O:50].ON1C2C=CC=CC=2N=N1.Cl.C(N=C=NCCCN(C)C)C>CN(C)C=O.O.C(N(CC)CC)C>[C:1]([O:4][C@@H:5]1[C@@H:10]([O:11][C:12](=[O:14])[CH3:13])[C@H:9]([O:15][C:16](=[O:18])[CH3:17])[C@@H:8]([CH2:19][O:20][C:21](=[O:23])[CH3:22])[O:7][C@H:6]1[O:24][C:25]1[C:29]([CH2:30][C:31]2[CH:36]=[CH:35][C:34]([O:37][CH2:38][CH2:39][C:40](=[O:41])[NH:47][C:48]([C:49](=[O:50])[NH2:51])([CH3:53])[CH3:52])=[CH:33][C:32]=2[CH3:43])=[C:28]([CH:44]([CH3:46])[CH3:45])[NH:27][N:26]=1)(=[O:3])[CH3:2] |f:3.4|. The product is C(C)(=O)O[C@H]1[C@@H](O[C@@H]([C@H]([C@@H]1OC(C)=O)OC(C)=O)COC(C)=O)OC1=NNC(=C1CC1=C(C=C(C=C1)OCCC(NC(C)(C)C(N)=O)=O)C)C(C)C (3-(2,3,4,6-tetra-O-acetyl-β-D-glucopyranosyloxy)-4-[(4-{2-[1-carbamoyl-1-(methyl)-ethylcarbamoyl]ethoxy}-2-methylphenyl)methyl]-5-isopropyl-1H-pyrazole). Run at time 8 hour. Reactants: C(C)(=O)O[C@H]1[C@@H](O[C@@H]([C@H]([C@@H]1OC(C)=O)OC(C)=O)COC(C)=O)OC1=NNC(=C1CC1=C(C=C(C=C1)OCCC(=O)O)C)C(C)C (3-(2,3,4,6-tetra-O-acetyl-β-D-glucopyranosyloxy)-4-{[4-(2-carboxyethoxy)-2-methylphenyl]methyl}-5-isopropyl-1H-pyrazole), NC(C(=O)N)(C)C (2-amino-2-methylpropionamide), ON1N=NC2=C1C=CC=C2 (1-hydroxybenzotriazole), Cl.C(C)N=C=NCCCN(C)C (1-ethyl-3-(3-dimethylaminopropyl)carbodiimide hydrochloride).